From a dataset of the Open Reaction Database (ORD), a public repository of structured organic reaction records. describe an organic reaction: reactants, conditions, products, and yield The reactants are CCN(CC)c1ccccc1, CSc1nn2c(cc3ccccc32)c(=O)[nH]1, O=P(Cl)(Cl)Cl. The product is CSc1nc(Cl)c2cc3ccccc3n2n1. As a reaction SMILES: [CH2:22]([N:23]([CH2:24][CH3:25])[c:26]1[cH:27][cH:28][cH:29][cH:30][cH:31]1)[CH3:32].[CH3:1][S:2][c:3]1[n:4][n:5]2[c:6]([cH:7][c:8]3[cH:9][cH:10][cH:11][cH:12][c:13]23)[c:14](=[O:16])[nH:15]1.[P:17]([Cl:18])([Cl:19])([Cl:20])=[O:21]>>[CH3:1][S:2][c:3]1[n:4][n:5]2[c:6]([cH:7][c:8]3[cH:9][cH:10][cH:11][cH:12][c:13]23)[c:14]([Cl:19])[n:15]1. Starting materials: C[C@H]1N(C(OC1)=O)C1=CC=C(C(=O)O)C=C1 ((R)-4-(4-methyl-2-oxooxazolidin-3-yl)benzoic acid), Cl.C1(CC1)C=1C(=NC=C(C1)C1CC1)N1CCNCC1 (1-(3,5-dicyclopropylpyridin-2-yl)piperazine hydrochloride). Product: Cl.C1(CC1)C=1C(=NC=C(C1)C1CC1)N1CCN(CC1)C(=O)C1=CC=C(C=C1)N1C(OC[C@H]1C)=O ((R)-3-{4-[4-(3,5-dicyclopropylpyridin-2-yl)piperazine-1-carbonyl]phenyl}-4-methyloxazolidin-2-one hydrochloride). Yield: 152.5%. Reaction SMILES: [CH3:1][C@@H:2]1[CH2:6][O:5][C:4](=[O:7])[N:3]1[C:8]1[CH:16]=[CH:15][C:11]([C:12]([OH:14])=O)=[CH:10][CH:9]=1.[ClH:17].[CH:18]1([C:21]2[C:22]([N:30]3[CH2:35][CH2:34][NH:33][CH2:32][CH2:31]3)=[N:23][CH:24]=[C:25]([CH:27]3[CH2:29][CH2:28]3)[CH:26]=2)[CH2:20][CH2:19]1>>[ClH:17].[CH:18]1([C:21]2[C:22]([N:30]3[CH2:31][CH2:32][N:33]([C:12]([C:11]4[CH:10]=[CH:9][C:8]([N:3]5[C@H:2]([CH3:1])[CH2:6][O:5][C:4]5=[O:7])=[CH:16][CH:15]=4)=[O:14])[CH2:34][CH2:35]3)=[N:23][CH:24]=[C:25]([CH:27]3[CH2:29][CH2:28]3)[CH:26]=2)[CH2:19][CH2:20]1 |f:1.2,3.4|. Reported procedure: By reaction and treatment in the same manner as in Example 87 and using (R)-4-(4-methyl-2-oxooxazolidin-3-yl)benzoic acid (221 mg) described in Preparation Example 37 and 1-(3,5-dicyclopropylpyridin-2-yl)piperazine hydrochloride (487 mg) described in Preparation Example 50, the title compound (736 mg) was obtained.